This data is from the Open Reaction Database (ORD), a public repository of structured organic reaction records. The task is: describe an organic reaction: reactants, conditions, products, and yield The reactants are BrC(C(=O)OCC)C (ethyl 2-bromopropionate), BrC1=CC=C(C=C1)S (p-bromothiophenol), [OH-].[Na+] (sodium hydroxide). Solvent: C(C)O (ethanol), C(C)O (ethanol). The product is BrC1=CC=C(C=C1)SC(C(=O)OCC)C (ethyl (±)-2-(p-bromophenylthio)-propionate). The yield is 85.5%. As a reaction SMILES: Br[CH:2]([CH3:8])[C:3]([O:5][CH2:6][CH3:7])=[O:4].[Br:9][C:10]1[CH:15]=[CH:14][C:13]([SH:16])=[CH:12][CH:11]=1.[OH-].[Na+]>C(O)C>[Br:9][C:10]1[CH:15]=[CH:14][C:13]([S:16][CH:2]([CH3:8])[C:3]([O:5][CH2:6][CH3:7])=[O:4])=[CH:12][CH:11]=1 |f:2.3|. Reported procedure: A solution of 30 g (0.165 mol) of ethyl 2-bromopropionate in 30 ml of anhydrous ethanol is run over the course of 30 minutes into a solution of 29 g (0.150 mol) of p-bromothiophenol, taken as 98% strength, and of 6 g (0.150 mol) of sodium hydroxide pellets in 100 ml of anhydrous ethanol, and the mixture is then stirred for 1 hour at ambient temperature. The inorganic salts formed are removed by filtration and the alcohol is evaporated. The residue is taken up in diethyl ether and the organic pha... The reactants are BrC1=CC=C2N1C=CN=C2 (6-bromopyrrolo[1,2-a]pyrazine), ice water, Cl.NCCS (2-aminoethanethiol hydrochloride), C([O-])([O-])=O.[K+].[K+] (potassium carbonate). Run in CN(C=O)C (dimethylformamide). Yields the product NCCSC1=CC=C2N1C=CN=C2 (6-(2-amino-ethylthio)-pyrrolo[1,2-a]pyrazine). The yield is 76.5%. Reaction SMILES: Br[C:2]1[N:6]2[CH:7]=[CH:8][N:9]=[CH:10][C:5]2=[CH:4][CH:3]=1.Cl.[NH2:12][CH2:13][CH2:14][SH:15].C(=O)([O-])[O-].[K+].[K+]>CN(C)C=O>[NH2:12][CH2:13][CH2:14][S:15][C:2]1[N:6]2[CH:7]=[CH:8][N:9]=[CH:10][C:5]2=[CH:4][CH:3]=1 |f:1.2,3.4.5|. Procedure details: To the solution of 2.0 g of 6-bromopyrrolo[1,2-a]pyrazine prepared in Preparation Example 7 dissolved in 20 ml of dimethylformamide were added 1.8 g of 2-aminoethanethiol hydrochloride and 1.0 g of potassium carbonate. The reaction mixture was refluxed for 5 hours, poured into 100 ml of ice-water and then extracted with ethyl acetate (50 ml×3). The organic layer was isolated and concentrated to dryness; and the residue was chromatographed over silica gel to obtain 1.5 g of title compound. Starting materials: O=C([O-])[O-], CN1CCCC1=O, Oc1ccccc1F, Cc1ccc(F)cc1[N+](=O)[O-], [K+], [K+], O. Yields the product Cc1ccc(Oc2ccccc2F)cc1[N+](=O)[O-]. Reaction SMILES: [C:20](=[O:21])([O-:22])[O-:23].[CH3:27][N:28]1[CH2:29][CH2:30][CH2:31][C:32]1=[O:33].[F:12][c:13]1[c:14]([OH:19])[cH:15][cH:16][cH:17][cH:18]1.[F:1][c:2]1[cH:3][c:4]([N+:9](=[O:10])[O-:11])[c:5]([CH3:8])[cH:6][cH:7]1.[K+:24].[K+:25].[OH2:26]>>[c:2]1([O:19][c:14]2[c:13]([F:12])[cH:18][cH:17][cH:16][cH:15]2)[cH:3][c:4]([N+:9](=[O:10])[O-:11])[c:5]([CH3:8])[cH:6][cH:7]1.